This data is from the Open Reaction Database (ORD), a public repository of structured organic reaction records. The task is: describe an organic reaction: reactants, conditions, products, and yield Reactants: O=[N+]([O-])c1cc(Cl)cnc1Cl, [H][H], C1COCCO1. Product: Nc1cc(Cl)cnc1Cl. RXN SMILES: [Cl:1][c:2]1[n:3][cH:4][c:5]([Cl:11])[cH:6][c:7]1[N+:8]([O-:9])=[O:10].[H:12][H:13].[O:14]1[CH2:15][CH2:16][O:17][CH2:18][CH2:19]1>>[Cl:1][c:2]1[n:3][cH:4][c:5]([Cl:11])[cH:6][c:7]1[NH2:8].